From a dataset of the Open Reaction Database (ORD), a public repository of structured organic reaction records. describe an organic reaction: reactants, conditions, products, and yield Starting materials: [OH-].[Na+] (Sodium hydroxide), NC1=C2NC(N(C2=NC(=N1)C(=O)OC)CC1=CC=CC=C1)=O (methyl 6-amino-9-benzyl-8-oxo-8,9-dihydro-7H-purine-2-carboxylate), Cl (hydrochloric acid). Run in CO (methanol). Run at time 2 hour. Product: NC1=C2NC(N(C2=NC(=N1)C(=O)O)CC1=CC=CC=C1)=O (6-Amino-9-benzyl-8-oxo-8,9-dihydro-7H-purine-2-carboxylic acid). The yield is 100.0%. RXN SMILES: [OH-].[Na+].[NH2:3][C:4]1[N:12]=[C:11]([C:13]([O:15]C)=[O:14])[N:10]=[C:9]2[C:5]=1[NH:6][C:7](=[O:24])[N:8]2[CH2:17][C:18]1[CH:23]=[CH:22][CH:21]=[CH:20][CH:19]=1.Cl>CO>[NH2:3][C:4]1[N:12]=[C:11]([C:13]([OH:15])=[O:14])[N:10]=[C:9]2[C:5]=1[NH:6][C:7](=[O:24])[N:8]2[CH2:17][C:18]1[CH:19]=[CH:20][CH:21]=[CH:22][CH:23]=1 |f:0.1|. Reported procedure: 2N Sodium hydroxide (64 ml, 128 mmol) was added to a solution of methyl 6-amino-9-benzyl-8-oxo-8,9-dihydro-7H-purine-2-carboxylate (7.66 g, 25.6 mmol) in methanol (100 ml) and the reaction mixture stirred at room temperature for 2 hours. The solution was acidified to pH 2 with 2N hydrochloric acid and the resultant precipitate collected by filtration and washed with water. The solid was azeotroped with toluene and ether then dried in vacuo to yield the title compound (7.3 g, 25.6 mmol, 100%).